Dataset: the Open Reaction Database (ORD), a public repository of structured organic reaction records. Task: describe an organic reaction: reactants, conditions, products, and yield The reactants are CCCN(CCC)CCCCN(CCOC(C)=O)Cc1ccc(CN=Cc2cccc([N+](=O)[O-])c2)cc1, CCO, Cl. Yields the product CCCN(CCC)CCCCN(CCOC(C)=O)Cc1ccc(CN)cc1. As a reaction SMILES: [C:1]([CH3:2])(=[O:3])[O:4][CH2:5][CH2:6][N:7]([CH2:8][c:9]1[cH:10][cH:11][c:12]([CH2:15][N:16]=[CH:17][c:18]2[cH:19][cH:20][cH:21][c:22]([N+:23]([O-:24])=[O:25])[cH:26]2)[cH:13][cH:14]1)[CH2:27][CH2:28][CH2:29][CH2:30][N:31]([CH2:32][CH2:33][CH3:34])[CH2:35][CH2:36][CH3:37].[CH3:39][CH2:40][OH:41].[ClH:38]>>[C:1]([CH3:2])(=[O:3])[O:4][CH2:5][CH2:6][N:7]([CH2:8][c:9]1[cH:10][cH:11][c:12]([CH2:15][NH2:16])[cH:13][cH:14]1)[CH2:27][CH2:28][CH2:29][CH2:30][N:31]([CH2:32][CH2:33][CH3:34])[CH2:35][CH2:36][CH3:37].